Task: describe an organic reaction: reactants, conditions, products, and yield. Dataset: the Open Reaction Database (ORD), a public repository of structured organic reaction records Starting materials: COC=1C(=C(OCCCOC=2C(=C(OCC(=O)OCC)C=CC2)CCC)C=CC1C(=O)N1CCCC1)CCC (Ethyl [3-[3-[3-methoxy-2-propyl-4-(1-pyrrolidinylcarbonyl)phenoxy]propoxy]-2-propylphenoxy]acetate), [OH-].[Li+] (lithium hydroxide). The solvent is CO (methanol). Conditions: time 8 hour. Yields the product COC=1C(=C(OCCCOC=2C(=C(OCC(=O)O)C=CC2)CCC)C=CC1C(=O)N1CCCC1)CCC ([3-[3-[3-Methoxy-2-propyl-4-(1-pyrrolidinylcarbonyl)phenoxy]propoxy]2-propylphenoxy]acetic acid). RXN SMILES: [CH3:1][O:2][C:3]1[C:4]([CH2:37][CH2:38][CH3:39])=[C:5]([CH:27]=[CH:28][C:29]=1[C:30]([N:32]1[CH2:36][CH2:35][CH2:34][CH2:33]1)=[O:31])[O:6][CH2:7][CH2:8][CH2:9][O:10][C:11]1[C:12]([CH2:24][CH2:25][CH3:26])=[C:13]([CH:21]=[CH:22][CH:23]=1)[O:14][CH2:15][C:16]([O:18]CC)=[O:17].[OH-].[Li+]>CO>[CH3:1][O:2][C:3]1[C:4]([CH2:37][CH2:38][CH3:39])=[C:5]([CH:27]=[CH:28][C:29]=1[C:30]([N:32]1[CH2:33][CH2:34][CH2:35][CH2:36]1)=[O:31])[O:6][CH2:7][CH2:8][CH2:9][O:10][C:11]1[C:12]([CH2:24][CH2:25][CH3:26])=[C:13]([CH:21]=[CH:22][CH:23]=1)[O:14][CH2:15][C:16]([OH:18])=[O:17] |f:1.2|. Reported procedure: The compound of Example 49 (150 mg, 0.2769 mmol) and 1 M lithium hydroxide (554 μl, 0.5538 mmol) were added to 2.0 ml of methanol and the reaction mixture was stirred at room temperature overnight. The solvent was removed under vacuum, 2.0 ml of water was added, then the solution was acidified with 10% hydrochloric acid. The solution was extracted three times with ethyl acetate and the combined extracts were dried and filtered. The solvent was removed under vacuum to give the product as a gum. Reactants: [H-].[H-].[H-].[H-].[Li+].[Al+3] (LAH), FC1=CC=C(C=C1)C=1N=C(N2C1C(OCC2)=O)\C=C\C2=CC(=C(C=C2)N2C=NC(=C2)C)OC (1-(4-fluorophenyl)-3-{(E)-2-[3-methoxy-4-(4-methyl-1H-imidazol-1-yl)phenyl]vinyl}-5,6-dihydroimidazo[5,1-c][1,4]oxazin-8-one), C1CCOC1 (THF), O (Water), [OH-].[Na+] (sodium hydroxide), O (water). Run in CO (methanol). Conditions: time 30 minute. Yields the product FC1=CC=C(C=C1)C=1N=C(N2C1COCC2)\C=C\C2=CC(=C(C=C2)N2C=NC(=C2)C)OC (1-(4-fluorophenyl)-3-{(E)-2-[3-methoxy-4-(4-methyl-1H-imidazol-1-yl)phenyl]vinyl}-5,6-dihydro-8H-imidazo[5,1-c][1,4]oxazine), FC1=CC=C(C=C1)C=1N=C(N(C1COC)CCO)\C=C\C1=CC(=C(C=C1)N1C=NC(=C1)C)OC (2-{4-(4-fluorophenyl)-5-methoxymethyl-2-{(E)-2-[3-methoxy-4-(4-methyl-1H-imidazol-1-yl)phenyl]vinyl}imidazol-1-yl}ethanol). RXN SMILES: [H-].[H-].[H-].[H-].[Li+].[Al+3].[F:7][C:8]1[CH:13]=[CH:12][C:11]([C:14]2[N:15]=[C:16](/[CH:24]=[CH:25]/[C:26]3[CH:31]=[CH:30][C:29]([N:32]4[CH:36]=[C:35]([CH3:37])[N:34]=[CH:33]4)=[C:28]([O:38][CH3:39])[CH:27]=3)[N:17]3[CH2:22][CH2:21][O:20][C:19](=[O:23])[C:18]=23)=[CH:10][CH:9]=1.O.[OH-].[Na+].[CH2:43]1COCC1>CO>[F:7][C:8]1[CH:9]=[CH:10][C:11]([C:14]2[N:15]=[C:16](/[CH:24]=[CH:25]/[C:26]3[CH:31]=[CH:30][C:29]([N:32]4[CH:36]=[C:35]([CH3:37])[N:34]=[CH:33]4)=[C:28]([O:38][CH3:39])[CH:27]=3)[N:17]3[CH2:22][CH2:21][O:20][CH2:19][C:18]=23)=[CH:12][CH:13]=1.[F:7][C:8]1[CH:9]=[CH:10][C:11]([C:14]2[N:15]=[C:16](/[CH:24]=[CH:25]/[C:26]3[CH:31]=[CH:30][C:29]([N:32]4[CH:36]=[C:35]([CH3:37])[N:34]=[CH:33]4)=[C:28]([O:38][CH3:39])[CH:27]=3)[N:17]([CH2:22][CH2:21][OH:20])[C:18]=2[CH2:19][O:23][CH3:43])=[CH:12][CH:13]=1 |f:0.1.2.3.4.5,8.9|. Procedure: LAH (1 mg) was added to a solution of 1-(4-fluorophenyl)-3-{(E)-2-[3-methoxy-4-(4-methyl-1H-imidazol-1-yl)phenyl]vinyl}-5,6-dihydroimidazo[5,1-c][1,4]oxazin-8-one (5 mg) in THF (1 mL), and the reaction solution was stirred at room temperature for 30 minutes. Water (0.01 mL), a 5 N sodium hydroxide solution (0.01 mL), water (0.03 mL) and methanol (5 mL) were sequentially added to the reaction solution. The suspension was filtered through celite, and the filtrate was concentrated under reduced pre...